This data is from the Open Reaction Database (ORD), a public repository of structured organic reaction records. The task is: describe an organic reaction: reactants, conditions, products, and yield The reactants are Cn1nccc1-c1ccc(C(=O)NC(Cc2ccccc2)CN(C(=O)[O-])C(C)(C)C)n1C, CO, ClC(Cl)Cl, Cl, C1COCCO1. The product is Cn1nccc1-c1ccc(C(=O)NC(CN)Cc2ccccc2)n1C. Reaction SMILES: [CH3:1][C:2]([N:5]([C:3](=[O:4])[O-:6])[CH2:9][CH:10]([CH2:11][c:12]1[cH:13][cH:14][cH:15][cH:16][cH:17]1)[NH:18][C:19](=[O:20])[c:21]1[n:22]([CH3:32])[c:23](-[c:26]2[cH:27][cH:28][n:29][n:30]2[CH3:31])[cH:24][cH:25]1)([CH3:7])[CH3:8].[CH3:38][OH:39].[Cl:34][CH:35]([Cl:36])[Cl:37].[ClH:33].[O:40]1[CH2:41][CH2:42][O:43][CH2:44][CH2:45]1>>[NH2:5][CH2:9][CH:10]([CH2:11][c:12]1[cH:13][cH:14][cH:15][cH:16][cH:17]1)[NH:18][C:19](=[O:20])[c:21]1[n:22]([CH3:32])[c:23](-[c:26]2[cH:27][cH:28][n:29][n:30]2[CH3:31])[cH:24][cH:25]1. RXN SMILES: [O:1]([C:8]1[CH:13]=[CH:12][C:11]([NH:14][C:15]2[CH:20]=[C:19]([NH:21][CH:22]3[CH2:27][CH2:26][CH2:25][NH:24][CH2:23]3)[N:18]=[CH:17][N:16]=2)=[CH:10][CH:9]=1)[C:2]1[CH:7]=[CH:6][CH:5]=[CH:4][CH:3]=1.[C:28](Cl)(=[O:31])[CH:29]=[CH2:30]>CN1C(=O)CCC1>[O:1]([C:8]1[CH:9]=[CH:10][C:11]([NH:14][C:15]2[N:16]=[CH:17][N:18]=[C:19]([NH:21][CH:22]3[CH2:27][CH2:26][CH2:25][N:24]([C:28](=[O:31])[CH:29]=[CH2:30])[CH2:23]3)[CH:20]=2)=[CH:12][CH:13]=1)[C:2]1[CH:7]=[CH:6][CH:5]=[CH:4][CH:3]=1. Run in CN1CCCC1=O (NMP). Reaction conditions: temperature 0 celsius, time 5 minute. Yields the product O(C1=CC=CC=C1)C1=CC=C(C=C1)NC1=CC(=NC=N1)NC1CN(CCC1)C(C=C)=O (1-(3-(6-(4-phenoxyphenylamino)pyrimidin-4-ylamino)piperidin-1-yl)prop-2-en-1one). Reported procedure: To a stirred solution of N4-(4-phenoxyphenyl)-N6-(piperidin-3-yl)pyrimidine-4,6-diamine (0.025 g, 0.069 mmol) in NMP (0.5 mL) at 0° C. was added acryloyl chloride (0.007 g, 0.083 mmol), and the reaction mixture was stirred at 0° C. for 5 min. The reaction mixture was quenched by adding 10% NaHCO3 solution and it was extracted with EtOAc (2×5 mL). The combined EtOAc extract was washed with water (3 mL) and brine (3 mL), was dried over Na2SO4 and was concentrated under reduced pressure. The residu... Reactants: O(C1=CC=CC=C1)C1=CC=C(C=C1)NC1=NC=NC(=C1)NC1CNCCC1 (N4-(4-phenoxyphenyl)-N6-(piperidin-3-yl)pyrimidine-4,6-diamine), C(C=C)(=O)Cl (acryloyl chloride). Starting materials: CN1C(=O)N(OC1=O)C2=CC(=C(C=C2)Cl)Cl (methazole), CC(C)(C)C1=NN(C(=O)O1)C=2C=C(C(=CC2Cl)Cl)OCC#N (oxadiargyl), CC(C)OC=1C=C(C(=CC1Cl)Cl)N2C(=O)OC(=N2)C(C)(C)C (oxadiazon). Product: CC(C)CNC(=O)N1CCNC1=O (isocarbamid). RXN SMILES: [CH3:1][N:2]1[C:7](=[O:8])O[N:5]([C:9]2[CH:14]=[CH:13]C(Cl)=C(Cl)C=2)[C:3]1=[O:4].CC([C:21]1OC(=O)N(C2C=C(OCC#N)C(Cl)=CC=2Cl)[N:22]=1)(C)C.[CH3:39]C(OC1C=C(N2N=C(C(C)(C)C)OC2=O)C(Cl)=CC=1Cl)C>>[CH3:39][CH:14]([CH2:9][NH:5][C:3]([N:2]1[C:7](=[O:8])[NH:22][CH2:21][CH2:1]1)=[O:4])[CH3:13]. Procedure details: methazole, oxadiargyl, oxadiazon Starting materials: C(C)N(C)C=1C=C(C=CC1)O (3-(N-ethyl-N-methylamino)phenol), CN(C)C=O (DMF), P(=O)(Cl)(Cl)Cl (phosphorus oxychloride), CN(C)C=O (DMF), crude mixture, ice. Conditions: temperature 90 celsius, time 10 minute. Product: C(C)N(C)C=1C=C(C(C=O)=CC1)O (4-(N-Ethyl-N-methylamino)salicylaldehyde). Reaction SMILES: P(Cl)(Cl)(Cl)=O.[CH2:6]([N:8]([C:10]1[CH:11]=[C:12]([OH:16])[CH:13]=[CH:14][CH:15]=1)[CH3:9])[CH3:7].CN([CH:20]=[O:21])C>>[CH2:6]([N:8]([C:10]1[CH:11]=[C:12]([OH:16])[C:13](=[CH:14][CH:15]=1)[CH:20]=[O:21])[CH3:9])[CH3:7]. Procedure: 6.14 g (0.066 mol) of phosphorus oxychloride are cautiously added to 19 ml of dry DMF at −5° C. within a period of 5 minutes, during the course of which the temperature of the reaction solution should not exceed 10° C. Subsequently, a solution of 9.9 g (0.066 mol) of 3-(N-ethyl-N-methylamino)phenol in 14 ml of dry DMF is added thereto within a period of 10 minutes, during the course of which the temperature of the reaction solution should not exceed 20° C. When the addition is complete, the reac... The reactants are O=C([O-])[O-], CO, O=C(Cl)c1ccc(Cl)cc1, ClCCl, [K+], [K+], CN(C)C1CCc2[nH]c3ccc(N)cc3c2C1. The product is CN(C)C1CCc2[nH]c3ccc(NC(=O)c4ccc(Cl)cc4)cc3c2C1. As a reaction SMILES: [C:28](=[O:29])([O-:30])[O-:31].[CH3:37][OH:38].[Cl:18][C:19](=[O:20])[c:21]1[cH:22][cH:23][c:24]([Cl:25])[cH:26][cH:27]1.[Cl:34][CH2:35][Cl:36].[K+:32].[K+:33].[NH2:1][c:2]1[cH:3][c:4]2[c:5]3[c:10]([nH:11][c:12]2[cH:13][cH:14]1)[CH2:9][CH2:8][CH:7]([N:15]([CH3:16])[CH3:17])[CH2:6]3>>[NH:1]([c:2]1[cH:3][c:4]2[c:5]3[c:10]([nH:11][c:12]2[cH:13][cH:14]1)[CH2:9][CH2:8][CH:7]([N:15]([CH3:16])[CH3:17])[CH2:6]3)[C:19](=[O:20])[c:21]1[cH:22][cH:23][c:24]([Cl:25])[cH:26][cH:27]1. Starting materials: Ester, [H-].[H-].[H-].[H-].[Li+].[Al+3] (LAH), COC(=O)[C@H]1N(C[C@@H](C1)SC(C1=CC=CC=C1)(C1=CC=CC=C1)C1=CC=CC=C1)S(=O)(=O)C1=CC2=CC=CC=C2C=C1 ((2S,4R)-1-(naphthalene-2-sulfonyl)-4-tritylsulfanyl-pyrrolidine-2-carboxylic acid methyl ester), C(Cl)Cl.CCOC(=O)C (CH2Cl2 EtOAc), C(Cl)Cl.CCOC(=O)C (CH2Cl2 EtOAc). The solvent is C1CCOC1 (THF). Reaction conditions: temperature -78 celsius, time 20 minute. Yields the product C1=C(C=CC2=CC=CC=C12)S(=O)(=O)N1[C@@H](C[C@H](C1)SC(C1=CC=CC=C1)(C1=CC=CC=C1)C1=CC=CC=C1)CO ((2S,4R)-[1-(naphthalene-2-sulfonyl)-4-tritylsulfanyl-pyrrolidin-2-yl]-methanol). Yield: 81.0%. Reaction SMILES: [H-].[H-].[H-].[H-].[Li+].[Al+3].C[O:8][C:9]([C@@H:11]1[CH2:15][C@@H:14]([S:16][C:17]([C:30]2[CH:35]=[CH:34][CH:33]=[CH:32][CH:31]=2)([C:24]2[CH:29]=[CH:28][CH:27]=[CH:26][CH:25]=2)[C:18]2[CH:23]=[CH:22][CH:21]=[CH:20][CH:19]=2)[CH2:13][N:12]1[S:36]([C:39]1[CH:48]=[CH:47][C:46]2[C:41](=[CH:42][CH:43]=[CH:44][CH:45]=2)[CH:40]=1)(=[O:38])=[O:37])=O.C(Cl)Cl.CCOC(C)=O>C1COCC1>[CH:40]1[C:41]2[C:46](=[CH:45][CH:44]=[CH:43][CH:42]=2)[CH:47]=[CH:48][C:39]=1[S:36]([N:12]1[CH2:13][C@H:14]([S:16][C:17]([C:18]2[CH:19]=[CH:20][CH:21]=[CH:22][CH:23]=2)([C:24]2[CH:25]=[CH:26][CH:27]=[CH:28][CH:29]=2)[C:30]2[CH:35]=[CH:34][CH:33]=[CH:32][CH:31]=2)[CH2:15][C@H:11]1[CH2:9][OH:8])(=[O:38])=[O:37] |f:0.1.2.3.4.5,7.8|. Procedure: Ester reduction, Method A: 57 ml (57 mmol, 1M THF solution) of LAH was added during 15 min to a cold solution (−20° C.) of 28.2 g (47.5 mmol, ca. (2S,4R)/(2R,4R)-isomer ca 4:1) (2S,4R)-1-(naphthalene-2-sulfonyl)-4-tritylsulfanyl-pyrrolidine-2-carboxylic acid methyl ester in 460 ml THF. The reaction was stirred for 20 min, cooled to −78° C. and quenched with a suspension of 15 g silica gel/15 g MgSO4 7H2O in 60 ml aqueous 10% KHSO4. The suspension was stirred for 15 min at room temperature, filte... Reactants: [Br-], CC(=O)CCCc1cn(C(C)(C)C)sc1=NC(=O)c1cccc(C(F)(F)F)c1F, C1CCOC1, C[Mg+], Cl[Ce](Cl)Cl. The product is CC(C)(O)CCCc1cn(C(C)(C)C)sc1=NC(=O)c1cccc(C(F)(F)F)c1F. RXN SMILES: [Br-:34].[C:5]([CH3:6])([CH3:7])([CH3:8])[n:9]1[s:10][c:11](=[N:20][C:21]([c:22]2[c:23]([F:32])[c:24]([C:28]([F:29])([F:30])[F:31])[cH:25][cH:26][cH:27]2)=[O:33])[c:12]([CH2:14][CH2:15][CH2:16][C:17]([CH3:18])=[O:19])[cH:13]1.[CH2:37]1[O:38][CH2:39][CH2:40][CH2:41]1.[CH3:35][Mg+:36].[Cl:1][Ce:2]([Cl:3])[Cl:4]>>[C:5]([CH3:6])([CH3:7])([CH3:8])[n:9]1[s:10][c:11](=[N:20][C:21]([c:22]2[c:23]([F:32])[c:24]([C:28]([F:29])([F:30])[F:31])[cH:25][cH:26][cH:27]2)=[O:33])[c:12]([CH2:14][CH2:15][CH2:16][C:17]([CH3:18])([OH:19])[CH3:35])[cH:13]1. Starting materials: C(C)(C)(C)OC(=O)N1CCC(CC1)NC=1SC=CN1 (tert-butyl-4-(thiazol-2-ylamino)piperidine-1-carboxylate), Cl (HCl). Solvent: ClCCCl (DCE). Reaction conditions: time 3 hour. Product: N1CCC(CC1)NC=1SC=CN1 (N-(piperidin-4-yl)thiazol-2-amine). Isolated yield 92.6%. As a reaction SMILES: C(OC([N:8]1[CH2:13][CH2:12][CH:11]([NH:14][C:15]2[S:16][CH:17]=[CH:18][N:19]=2)[CH2:10][CH2:9]1)=O)(C)(C)C.Cl>ClCCCl>[NH:8]1[CH2:9][CH2:10][CH:11]([NH:14][C:15]2[S:16][CH:17]=[CH:18][N:19]=2)[CH2:12][CH2:13]1. Reported procedure: 810 mg (2.85 mmol) tert-butyl-4-(thiazol-2-ylamino)piperidine-1-carboxylate was dissolved in DCE (10 ml) and an ethereal HCl soln (10 ml) was added. After 3 h of stirring at RT, the solvent was removed in vacuo. The residue was taken up by water and adjusted to a pH of 11 with a 10% aq. NaOH soln. Extraction then took place with chloroform. The organic phase was washed with water and sat. aq. NaCl soln, dried over MgSO4 and filtered, and the solvent was removed in vacuo. 483 mg (2.64 mmol, 93%) ... Starting materials: CC(C1CO1)OC=1C=C(C=CC1OC)C1CC(NC1)=O (4-[3-(1-methyl-2,3-epoxypropoxy)-4-methoxyphenyl]-2-pyrrolidone), C1(=CC=CC=C1)N1CCNCC1 (1-phenylpiperazine). Run in C(C)O (ethanol). Yields the product COC1=C(C=C(C=C1)C1CC(NC1)=O)OC(C(CN1CCN(CC1)C1=CC=CC=C1)O)C (4-{4-methoxy-3-[3-(4-phenylpiperazin-1-yl)1-methyl-2-hydroxypropoxy]phenyl}-2-pyrrolidone). Yield: 68.0%. Reaction SMILES: [CH3:1][CH:2]([O:6][C:7]1[CH:8]=[C:9]([CH:15]2[CH2:19][NH:18][C:17](=[O:20])[CH2:16]2)[CH:10]=[CH:11][C:12]=1[O:13][CH3:14])[CH:3]1[O:5][CH2:4]1.[C:21]1([N:27]2[CH2:32][CH2:31][NH:30][CH2:29][CH2:28]2)[CH:26]=[CH:25][CH:24]=[CH:23][CH:22]=1>C(O)C>[CH3:14][O:13][C:12]1[CH:11]=[CH:10][C:9]([CH:15]2[CH2:19][NH:18][C:17](=[O:20])[CH2:16]2)=[CH:8][C:7]=1[O:6][CH:2]([CH3:1])[CH:3]([OH:5])[CH2:4][N:30]1[CH2:31][CH2:32][N:27]([C:21]2[CH:26]=[CH:25][CH:24]=[CH:23][CH:22]=2)[CH2:28][CH2:29]1. Reported procedure: In accordance with the process set forth in Example 1, 10 mmol of 4-[3-(1-methyl-2,3-epoxypropoxy)-4-methoxyphenyl]-2-pyrrolidone and 10 mmol of 1-phenylpiperazine (95% strength) produce, in a 68% yield, 4-{4-methoxy-3-[3-(4-phenylpiperazin-1-yl)1-methyl-2-hydroxypropoxy]phenyl}-2-pyrrolidone, m.p. 116°-118° (ethanol).